Dataset: the Open Reaction Database (ORD), a public repository of structured organic reaction records. Task: describe an organic reaction: reactants, conditions, products, and yield The reactants are N(=NC(=O)OCC)C(=O)OCC (diethyl azodicarboxylate), C(CC)[C@@H]1CC[C@H](CC1)[C@@H]1CC[C@H](CC1)C1=CC(=C(C(=C1)F)O)F (4-[trans-4-(trans-4-propylcyclohexyl)cyclohexyl]-2,6-difluorophenol), C[C@@H](CCCCCC)O ((S)-(+)-2-octanol), C1(=CC=CC=C1)P(C1=CC=CC=C1)C1=CC=CC=C1 (triphenylphosphine). Run in C1CCOC1 (THF), C(Cl)Cl (CH2Cl2). Conditions: time 2 hour. Product: C(CC)[C@@H]1CC[C@H](CC1)[C@@H]1CC[C@H](CC1)C1=CC(=C(C(=C1)F)O[C@@H](CCCCCC)C)F ((R)-(-)-4-[trans-4-(trans-4-propylcyclohexyl)cyclohexyl]-1-(1-methylheptyloxy)-2,6-difluorobenzene). RXN SMILES: N(C(OCC)=O)=NC(OCC)=O.[CH2:13]([C@H:16]1[CH2:21][CH2:20][C@H:19]([C@H:22]2[CH2:27][CH2:26][C@H:25]([C:28]3[CH:33]=[C:32]([F:34])[C:31]([OH:35])=[C:30]([F:36])[CH:29]=3)[CH2:24][CH2:23]2)[CH2:18][CH2:17]1)[CH2:14][CH3:15].[CH3:37][C@H:38](O)[CH2:39][CH2:40][CH2:41][CH2:42][CH2:43][CH3:44].C1(P(C2C=CC=CC=2)C2C=CC=CC=2)C=CC=CC=1>C(Cl)Cl.C1COCC1>[CH2:13]([C@H:16]1[CH2:17][CH2:18][C@H:19]([C@H:22]2[CH2:23][CH2:24][C@H:25]([C:28]3[CH:29]=[C:30]([F:36])[C:31]([O:35][C@H:38]([CH3:37])[CH2:39][CH2:40][CH2:41][CH2:42][CH2:43][CH3:44])=[C:32]([F:34])[CH:33]=3)[CH2:26][CH2:27]2)[CH2:20][CH2:21]1)[CH2:14][CH3:15]. Procedure: 2.6 ml (16 mmol) of diethyl azodicarboxylate are added dropwise at room temperature to a mixture of 5 g (15 mmol) of 4-[trans-4-(trans-4-propylcyclohexyl)cyclohexyl]-2,6-difluorophenol, 2.1 g (16 mmol) of (S)-(+)-2-octanol, 4.3 g of triphenylphosphine and 80 ml of THF. The mixture is stirred for 2 hours and subjected to customary work-up. Chromatography gives (R)-(-)-4-[trans-4-(trans-4-propylcyclohexyl)cyclohexyl]-1-(1-methylheptyloxy)-2,6-difluorobenzene, C 29 SB 42 Ch 73.8 I, HTP=-7.7, [α]D20...